From a dataset of the Open Reaction Database (ORD), a public repository of structured organic reaction records. describe an organic reaction: reactants, conditions, products, and yield Starting materials: O1CCOC12CCNCC2 (1,4-Dioxa-8-azaspiro[4.5]decane), C[Si](C)(C)[N-][Si](C)(C)C.[Na+] (sodium bis(trimethylsilyl)amide), PdCl2(p(o-tolyl)3)2, BrC=1C=C(C#N)C=CC1OC (3-bromo-4-methoxybenzonitrile). Solvent: C1(=CC=CC=C1)C (toluene). Conditions: temperature 100 celsius, time 5 hour. Product: C1COC2(CCN(CC2)C2=C(C=CC(=C2)C#N)OC)O1 (1-(5-cyano-2-methoxyphenyl)-4-piperidone ethylene ketal). Yield: 38.2%. Reaction SMILES: [O:1]1[C:5]2([CH2:10][CH2:9][NH:8][CH2:7][CH2:6]2)[O:4][CH2:3][CH2:2]1.C[Si]([N-][Si](C)(C)C)(C)C.[Na+].Br[C:22]1[CH:23]=[C:24]([CH:27]=[CH:28][C:29]=1[O:30][CH3:31])[C:25]#[N:26]>C1(C)C=CC=CC=1>[CH2:3]1[O:4][C:5]2([CH2:10][CH2:9][N:8]([C:22]3[CH:23]=[C:24]([C:25]#[N:26])[CH:27]=[CH:28][C:29]=3[O:30][CH3:31])[CH2:7][CH2:6]2)[O:1][CH2:2]1 |f:1.2|. Procedure: 1,4-Dioxa-8-azaspiro[4.5]decane (1.47 g, 10.28 mmol), sodium bis(trimethylsilyl)amide (1 N in THF, 12 ml), and PdCl2(p(o-tolyl)3)2 [2 mol % catalyst prepared from bis(acetonitrile) Pd(II) chloride(53 mg, 0.206 mmol) and tri(o-tolyl)phosphine (125 mg, 0.52 mmol)] were added to a solution of 3-bromo-4-methoxybenzonitrile (1.82 g, 8.58 mmol) in toluene (40 ml). The reaction was stirred for 5 hours at 100° C. The reaction was concentrated in vacuo, diluted with water, and extracted with methylene ch... The reactants are S(O)(O)(=O)=O (sulfuric acid), OC(C(=O)O)(C)C1=CC=C(C=C1)OC (2-Hydroxy-2-(4-methoxyphenyl)propionic acid), O (water). Solvent: O1CCOCC1 (dioxane). Yields the product COC1=CC=C(C=C1)C(C(=O)O)=C (2-(4-methoxyphenyl)acrylic acid). Isolated yield 78.2%. RXN SMILES: O[C:2]([C:7]1[CH:12]=[CH:11][C:10]([O:13][CH3:14])=[CH:9][CH:8]=1)([CH3:6])[C:3]([OH:5])=[O:4].S(=O)(=O)(O)O.O>O1CCOCC1>[CH3:14][O:13][C:10]1[CH:9]=[CH:8][C:7]([C:2](=[CH2:6])[C:3]([OH:5])=[O:4])=[CH:12][CH:11]=1. Reported procedure: 2-Hydroxy-2-(4-methoxyphenyl)propionic acid (35 g, 178 mmol) was dissolved in dioxane (700 ml) and concentrated sulfuric acid (60 ml) was added thereto. The reaction mixture was refluxed for 2 hours under heating. The reaction solution was cooled and, after adding water, extracted with ethyl acetate. The organic layer was washed with saturated sodium thiosulfate solution and water, dried over anhydrous magnesium sulfate and then concentrated under reduced pressure to obtain 24.8 g (yield: 72%) o... Starting materials: ClC1=C(C(=C(C(=O)O)C(=C1)Cl)[N+](=O)[O-])O (4,6-Dichloro-3-hydroxy-2-nitrobenzoic acid). The reagents and catalysts are [Fe] (Fe). Run in C(C)(=O)O (acetic acid). Run at temperature 80 celsius. Product: NC1=C(C(=O)O)C(=CC(=C1O)Cl)Cl (2-Amino-4,6-dichloro-3-hydroxybenzoic acid). Yield: 94.3%. As a reaction SMILES: [Cl:1][C:2]1[CH:10]=[C:9]([Cl:11])[C:5]([C:6]([OH:8])=[O:7])=[C:4]([N+:12]([O-])=O)[C:3]=1[OH:15]>[Fe].C(O)(=O)C>[NH2:12][C:4]1[C:3]([OH:15])=[C:2]([Cl:1])[CH:10]=[C:9]([Cl:11])[C:5]=1[C:6]([OH:8])=[O:7]. Procedure: A mixture of 4,6-dichloro-3-hydroxy-2-nitrobenzoic 1-6 (700 mg, 2.78 mmol), Fe powder (400 mg, 7.16 mmol) and glacial acetic acid (13 mL) was heated at 80° C. for 50 min, cooled and the solids filtered off. The filtrate was concentrated to a brown solid. Purification by flash chromatography eluting with 1% AcOH/EtOAc to 3% AcOH/EtOAc afforded 2-amino-4,6-dichloro-3-hydroxybenzoic acid (1-8) as a light brown solid (582 mg, 94%). 1H NMR (d6-DMSO, 400 MHz) δ. 6.68 (s, 1H). Reactants: NN1C=NN=C1 (4-amino-1,2,4-triazole), NN1C=NN=C1 (4-amino-1,2,4-triazole), C(C)(C)O (isopropyl alcohol), BrCCO (2-bromoethanol). Solvent: C(C)#N (acetonitrile). Conditions: temperature 80 celsius. Product: resultant solution, C(C)O.[Br-].NN1C=N[NH+]=C1 (1-ethanol 4-amino-1,2,4-triazolium bromide). RXN SMILES: [NH2:1][N:2]1[CH:6]=[N:5][N:4]=[CH:3]1.[Br:7][CH2:8][CH2:9][OH:10].C(O)(C)C>C(#N)C>[CH2:9]([OH:10])[CH3:8].[Br-:7].[NH2:1][N:2]1[CH:6]=[NH+:5][N:4]=[CH:3]1 |f:4.5.6|. Procedure details: 5.000 grams, 59.4 mmoles of 4-amino-1,2,4-triazole was dissolved in 200 ml of fresh acetonitrile and stirred vigorously. 29.800 grams of 2-bromoethanol was added slowly to the solution by pipet. After the addition was complete, the reaction mixture was heated for 20 hours at 80° C., until thin layer chromatography revealed that all of the 4-amino-1,2,4-triazole had been consumed. The reaction mixture was then allowed to cool to room temperature and then was rotary evaporated down to leave a visc... Reactants: CC(c1c(Cl)ccc(F)c1Cl)c1c[nH]c2ncc(Br)cc12, CC(c1c(Cl)cccc1Cl)c1c[nH]c2ncc(-c3cnn(C4CCNCC4)c3)cc12. The product is CC(c1c(Cl)ccc(F)c1Cl)c1c[nH]c2ncc(-c3cnn(C4CCNCC4)c3)cc12. RXN SMILES: [Br:1][c:2]1[cH:3][c:4]2[c:5]([n:6][cH:7]1)[nH:8][cH:9][c:10]2[CH:11]([CH3:12])[c:13]1[c:14]([Cl:21])[c:15]([F:20])[cH:16][cH:17][c:18]1[Cl:19].[Cl:22][c:23]1[cH:24][cH:25][cH:26][c:27]([Cl:28])[c:29]1[CH:30]([c:31]1[c:32]2[c:33]([n:34][cH:35][c:36](-[c:41]3[cH:42][n:43][n:44]([CH:46]4[CH2:47][CH2:48][NH:49][CH2:50][CH2:51]4)[cH:45]3)[cH:37]2)[nH:38][cH:39]1)[CH3:40]>>[c:2]1(-[c:41]2[cH:42][n:43][n:44]([CH:46]3[CH2:47][CH2:48][NH:49][CH2:50][CH2:51]3)[cH:45]2)[cH:3][c:4]2[c:5]([n:6][cH:7]1)[nH:8][cH:9][c:10]2[CH:11]([CH3:12])[c:13]1[c:14]([Cl:21])[c:15]([F:20])[cH:16][cH:17][c:18]1[Cl:19]. Starting materials: ClCCl, CC(C)(C)OC(=O)N1CC(c2ccc(OC(F)(F)F)cc2)CC(c2nc(-c3cccc(F)c3)no2)C1, O=C(O)C(F)(F)F. The product is Fc1cccc(-c2noc(C3CNCC(c4ccc(OC(F)(F)F)cc4)C3)n2)c1. As a reaction SMILES: [Cl:44][CH2:45][Cl:46].[F:1][c:2]1[cH:3][c:4](-[c:8]2[n:9][o:10][c:11]([CH:13]3[CH2:14][N:15]([C:30]([O:31][C:32]([CH3:33])([CH3:34])[CH3:35])=[O:36])[CH2:16][CH:17]([c:19]4[cH:20][cH:21][c:22]([O:25][C:26]([F:27])([F:28])[F:29])[cH:23][cH:24]4)[CH2:18]3)[n:12]2)[cH:5][cH:6][cH:7]1.[OH:37][C:38]([C:39]([F:40])([F:41])[F:42])=[O:43]>>[F:1][c:2]1[cH:3][c:4](-[c:8]2[n:9][o:10][c:11]([CH:13]3[CH2:14][NH:15][CH2:16][CH:17]([c:19]4[cH:20][cH:21][c:22]([O:25][C:26]([F:27])([F:28])[F:29])[cH:23][cH:24]4)[CH2:18]3)[n:12]2)[cH:5][cH:6][cH:7]1. Starting materials: N1C=CC2=C(C=CC=C12)OCCCCl (1-(4-indolyloxy)-3-chloropropane), C1=C(C=CC2=CC=CC=C12)N1CCNCC1 (1-(2-naphthyl)piperazine), C([O-])([O-])=O.[Na+].[Na+] (sodium carbonate), CN(C=O)C (dimethylformamide). Reaction conditions: temperature 100 celsius. Product: C(C(=O)O)(=O)O.N1C=CC2=C(C=CC=C12)OCCCN1CCN(CC1)C1=CC2=CC=CC=C2C=C1 (1-(4-indolyloxy)-3-[4-(2-naphthyl)-piperazin-1-yl]propane oxalate). RXN SMILES: [NH:1]1[C:9]2[C:4](=[C:5]([O:10][CH2:11][CH2:12][CH2:13]Cl)[CH:6]=[CH:7][CH:8]=2)[CH:3]=[CH:2]1.[CH:15]1[C:24]2[C:19](=[CH:20][CH:21]=[CH:22][CH:23]=2)[CH:18]=[CH:17][C:16]=1[N:25]1[CH2:30][CH2:29][NH:28][CH2:27][CH2:26]1.[C:31](=[O:34])([O-:33])[O-].[Na+].[Na+].CN(C)C=[O:40]>>[C:11]([OH:10])(=[O:40])[C:31]([OH:33])=[O:34].[NH:1]1[C:9]2[C:4](=[C:5]([O:10][CH2:11][CH2:12][CH2:13][N:28]3[CH2:27][CH2:26][N:25]([C:16]4[CH:17]=[CH:18][C:19]5[C:24](=[CH:23][CH:22]=[CH:21][CH:20]=5)[CH:15]=4)[CH2:30][CH2:29]3)[CH:6]=[CH:7][CH:8]=2)[CH:3]=[CH:2]1 |f:2.3.4,6.7|. Procedure: 1-(4-indolyloxy)-3-chloropropane (0.159 g, 0.75 mmol), 1-(2-naphthyl)piperazine (0.161 g, 0.75 mmol) and sodium carbonate (0.201 g, 1.89 mmol) were mixed together in 7 mL dimethylformamide and heated at 100° C. for 18 h. Evaporation of dimethylformamide, dilution with water and extractions with ethyl acetate provided 0.303 g. of oil. Crystallization as the oxalate salt from methanol provided 0.083 g of colorless crystals. Mp 209° C. Mass spectrum, m+ =385. Anal (C27H29N3O5) theory C, 68.20; H, 6... Reactants: N1=CC=CC=2CCC3=C(SC21)C=CC(=C3)CC(=O)O ((5,6-dihydro benzo[b]pyrido[3,2-f]-thiepin-8-yl)-acetic acid), S(O)(O)(=O)=O (sulfuric acid), C(C)O (ethanol), C(O)([O-])=O.[Na+] (sodium hydrogen carbonate), ice water. The product is N1=CC=CC=2CCC3=C(SC21)C=CC(=C3)CC(=O)OCC (ethyl (5,6-dihydro benzo[b]pyrido[3,2-f]thiepin-8-yl)-acetate). Isolated yield 85.0%. Reaction SMILES: [N:1]1[C:11]2[S:10][C:9]3[CH:12]=[CH:13][C:14]([CH2:16][C:17]([OH:19])=[O:18])=[CH:15][C:8]=3[CH2:7][CH2:6][C:5]=2[CH:4]=[CH:3][CH:2]=1.S(=O)(=O)(O)O.C(=O)([O-])O.[Na+].[CH2:30](O)[CH3:31]>>[N:1]1[C:11]2[S:10][C:9]3[CH:12]=[CH:13][C:14]([CH2:16][C:17]([O:19][CH2:30][CH3:31])=[O:18])=[CH:15][C:8]=3[CH2:7][CH2:6][C:5]=2[CH:4]=[CH:3][CH:2]=1 |f:2.3|. Reported procedure: A mixture of 30 mg of (5,6-dihydro benzo[b]pyrido[3,2-f]-thiepin-8-yl)-acetic acid, 3 ml of ethanol and 100 mg of sulfuric acid was refluxed for 1 hour. After the completion of the reaction, the solvent was distilled off to obtain a residue, to which was added ice water, and the mixture was basified with a 5% sodium hydrogen carbonate solution and extracted with ethyl acetate. The extract was washed with water and dried over anhydrous sodium sulfate. The solvent was removed by distillation to ob...